Task: describe an organic reaction: reactants, conditions, products, and yield. Dataset: the Open Reaction Database (ORD), a public repository of structured organic reaction records Reactants: CC(=O)CC(=O)NC1CC(=O)OC1=O, COC(=O)C(N)Cc1ccccc1. Product: COC(=O)C(Cc1ccccc1)NC(=O)C(CC(=O)O)NC(=O)CC(C)=O. Reaction SMILES: [C:1]([CH2:2][C:3](=[O:4])[CH3:5])(=[O:6])[NH:7][CH:8]1[CH2:9][C:10](=[O:11])[O:12][C:13]1=[O:14].[CH3:15][O:16][C:17]([CH:18]([NH2:19])[CH2:20][c:21]1[cH:22][cH:23][cH:24][cH:25][cH:26]1)=[O:27]>>[C:1]([CH2:2][C:3](=[O:4])[CH3:5])(=[O:6])[NH:7][CH:8]([CH2:9][C:10](=[O:11])[OH:12])[C:13](=[O:14])[NH:19][CH:18]([C:17]([O:16][CH3:15])=[O:27])[CH2:20][c:21]1[cH:22][cH:23][cH:24][cH:25][cH:26]1. Reactants: S1C=C(C=C1)CC(=O)O (2-(thiophen-3-yl)acetic acid), CONC (O,N-dimethylhydroxylamine), CCN=C=NCCCN(C)C (EDCI), C=1C=CC2=C(C1)N=NN2O (HOBT), TEA. Run in C(Cl)Cl (DCM), C(Cl)Cl (CH2Cl2). Reaction conditions: time 2 hour. Product: CON(C(CC1=CSC=C1)=O)C (N-methoxy-N-methyl-2-(thiophen-3-yl)acetamide). Yield: 76.6%. Reaction SMILES: [S:1]1[CH:5]=[CH:4][C:3]([CH2:6][C:7]([OH:9])=O)=[CH:2]1.[CH3:10][O:11][NH:12][CH3:13].CCN=C=NCCCN(C)C.C1C=CC2N(O)N=NC=2C=1>C(Cl)Cl>[CH3:10][O:11][N:12]([CH3:13])[C:7](=[O:9])[CH2:6][C:3]1[CH:4]=[CH:5][S:1][CH:2]=1. Procedure: A mixture of 2-(thiophen-3-yl)acetic acid (2.0 g, 14.1 mmol), O,N-dimethylhydroxylamine (1.68 g, 16.9 mmol), EDCI (2.95 g, 15.5 mmol), HOBT (2.15 g, 15.5 mmol), and TEA (3.7 mL, 31 mmol) in anhydrous DCM (50 mL) was stirred at room temperature under nitrogen for two hours. The reaction mixture was diluted with CH2Cl2, and the organic layer was washed with aqueous HCl solution (0.5 mol/L, 30 mL×2), saturated NaHCO3 (30 mL×2) and brine(30 mL), dried over Na2SO4, filtered, and concentrated to give ... Starting materials: CC(C)(C)OC(=O)N1CCCC1COc1cncc(Br)c1, CC(C)(C)[O-], Cc1ccccc1, [Na+], O=C(C=Cc1ccccc1)C=Cc1ccccc1, O=C(C=Cc1ccccc1)C=Cc1ccccc1, O=C(C=Cc1ccccc1)C=Cc1ccccc1, [Pd], [Pd], c1ccc(CCOCCC2CCNCC2)cc1, CC1(C)c2cccc(P(c3ccccc3)c3ccccc3)c2Oc2c(P(c3ccccc3)c3ccccc3)cccc21. The product is CC(C)(C)OC(=O)N1CCCC1COc1cncc(N2CCC(CCOCCc3ccccc3)CC2)c1. Reaction SMILES: [Br:1][c:2]1[cH:3][n:4][cH:5][c:6]([O:8][CH2:9][CH:10]2[N:11]([C:15](=[O:16])[O:17][C:18]([CH3:19])([CH3:20])[CH3:21])[CH2:12][CH2:13][CH2:14]2)[cH:7]1.[CH3:39][C:40]([CH3:41])([O-:42])[CH3:43].[CH3:87][c:88]1[cH:89][cH:90][cH:91][cH:92][cH:93]1.[Na+:44].[O:114]=[C:115]([CH:116]=[CH:117][c:118]1[cH:119][cH:120][cH:121][cH:122][cH:123]1)[CH:124]=[CH:125][c:126]1[cH:127][cH:128][cH:129][cH:130][cH:131]1.[O:132]=[C:133]([CH:134]=[CH:135][c:136]1[cH:137][cH:138][cH:139][cH:140][cH:141]1)[CH:142]=[CH:143][c:144]1[cH:145][cH:146][cH:147][cH:148][cH:149]1.[O:96]=[C:97]([CH:98]=[CH:99][c:100]1[cH:101][cH:102][cH:103][cH:104][cH:105]1)[CH:106]=[CH:107][c:108]1[cH:109][cH:110][cH:111][cH:112][cH:113]1.[Pd:94].[Pd:95].[c:22]1([CH2:28][CH2:29][O:30][CH2:31][CH2:32][CH:33]2[CH2:34][CH2:35][NH:36][CH2:37][CH2:38]2)[cH:23][cH:24][cH:25][cH:26][cH:27]1.[c:45]1([P:46]([c:47]2[cH:48][cH:49][cH:50][cH:51][cH:52]2)[c:53]2[c:54]3[c:78]([cH:79][cH:80][cH:81]2)[C:75]([CH3:76])([CH3:77])[c:57]2[c:56]([c:61]([P:62]([c:63]4[cH:64][cH:65][cH:66][cH:67][cH:68]4)[c:69]4[cH:70][cH:71][cH:72][cH:73][cH:74]4)[cH:60][cH:59][cH:58]2)[O:55]3)[cH:82][cH:83][cH:84][cH:85][cH:86]1>>[c:2]1([N:36]2[CH2:35][CH2:34][CH:33]([CH2:32][CH2:31][O:30][CH2:29][CH2:28][c:22]3[cH:23][cH:24][cH:25][cH:26][cH:27]3)[CH2:38][CH2:37]2)[cH:3][n:4][cH:5][c:6]([O:8][CH2:9][CH:10]2[N:11]([C:15](=[O:16])[O:17][C:18]([CH3:19])([CH3:20])[CH3:21])[CH2:12][CH2:13][CH2:14]2)[cH:7]1. The reactants are C(C1=CC=CC=C1)OC(=O)NC1=CC(=C(C=C1)C1CCN(CC1)C(=O)OC(C)(C)C)OC (tert-butyl 4-(4-{[(benzyloxy)carbonyl]amino}-2-methoxyphenyl)piperidine-1-carboxylate), FC(C(=O)O)(F)F (trifluoroacetic acid). Run in ClCCCl (1,2-dichloroethane). Reaction conditions: time 1 hour. The product is COC=1C=C(C=CC1C1CCNCC1)NC(OCC1=CC=CC=C1)=O (benzyl (3-methoxy-4-piperidin-4-ylphenyl)carbamate). The yield is 85.2%. RXN SMILES: [CH2:1]([O:8][C:9]([NH:11][C:12]1[CH:17]=[CH:16][C:15]([CH:18]2[CH2:23][CH2:22][N:21](C(OC(C)(C)C)=O)[CH2:20][CH2:19]2)=[C:14]([O:31][CH3:32])[CH:13]=1)=[O:10])[C:2]1[CH:7]=[CH:6][CH:5]=[CH:4][CH:3]=1.FC(F)(F)C(O)=O>ClCCCl>[CH3:32][O:31][C:14]1[CH:13]=[C:12]([NH:11][C:9](=[O:10])[O:8][CH2:1][C:2]2[CH:3]=[CH:4][CH:5]=[CH:6][CH:7]=2)[CH:17]=[CH:16][C:15]=1[CH:18]1[CH2:19][CH2:20][NH:21][CH2:22][CH2:23]1. Procedure: A mixture of tert-butyl 4-(4-{[(benzyloxy)carbonyl]amino}-2-methoxyphenyl)piperidine-1-carboxylate (Preparation Example 454) (4.92 g), trifluoroacetic acid (10 mL) and 1,2-dichloroethane (50 mL) was stirred at room temperature for 1 hour. The reaction solvent was concentrated under reduced pressure, and after addition of saturated aqueous sodium hydrogen carbonate, the residue was extracted with chloroform. After drying over anhydrous magnesium sulfate, the solvent was distilled off, and the res... Reactants: FC1=CC=C(C=C1)CC1=CN=C2C(=C(C(N(C2=C1)CCN1C(CCCC1)=O)=O)C(=O)OCC)O (ethyl 7-[(4-fluorophenyl)methyl]-4-hydroxy-2-oxo-1-[2-(2-oxo-1-piperidinyl)ethyl]-1,2-dihydro-1,5-naphthyridine-3-carboxylate), C(C)OCCN (2-(ethyloxy)ethanamine). Yields the product C(C)OCCNC(=O)C=1C(N(C2=CC(=CN=C2C1O)CC1=CC=C(C=C1)F)CCN1C(CCCC1)=O)=O (N-[2-(Ethyloxy)ethyl]-7-[(4-fluorophenyl)methyl]-4-hydroxy-2-oxo-1-[2-(2-oxo-1-piperidinyl)ethyl]-1,2-dihydro-1,5-naphthyridine-3-carboxamide). RXN SMILES: [F:1][C:2]1[CH:7]=[CH:6][C:5]([CH2:8][C:9]2[CH:18]=[C:17]3[C:12]([C:13]([OH:34])=[C:14]([C:29](OCC)=[O:30])[C:15](=[O:28])[N:16]3[CH2:19][CH2:20][N:21]3[CH2:26][CH2:25][CH2:24][CH2:23][C:22]3=[O:27])=[N:11][CH:10]=2)=[CH:4][CH:3]=1.[CH2:35]([O:37][CH2:38][CH2:39][NH2:40])[CH3:36]>>[CH2:35]([O:37][CH2:38][CH2:39][NH:40][C:29]([C:14]1[C:15](=[O:28])[N:16]([CH2:19][CH2:20][N:21]2[CH2:26][CH2:25][CH2:24][CH2:23][C:22]2=[O:27])[C:17]2[C:12]([C:13]=1[OH:34])=[N:11][CH:10]=[C:9]([CH2:8][C:5]1[CH:6]=[CH:7][C:2]([F:1])=[CH:3][CH:4]=1)[CH:18]=2)=[O:30])[CH3:36]. Procedure details: This compound was prepared from ethyl 7-[(4-fluorophenyl)methyl]-4-hydroxy-2-oxo-1-[2-(2-oxo-1-piperidinyl)ethyl]-1,2-dihydro-1,5-naphthyridine-3-carboxylate and 2-(ethyloxy)ethanamine using methods similar to Example 563 to provide a white solid: 1H NMR (CDCl3) δ 10.36 (1H, b), 8.53 (1H, s), 8.16 (1H, s), 7.37 (2H, dd, J=6, 8 Hz), 7.11 (2H, t, J=9 Hz), 4.37 (2H, t, J=6 Hz), 4.13 (2H, s), 3.42-3.50 (8H, m), 3.24 (2H, t, J=6 Hz), 1.99 (2H, t, J=6 Hz), 1.48-1.62 (4H, m), 1.10 (3H, t, J=7 Hz); ES+ ... Reactants: ClCCl, CCN(C(C)C)C(C)C, CC1=C(C(=O)O)C(c2cc(F)cc(F)c2)NC(=O)N1, Nc1ccc2[nH]nc(Nc3cccc(F)c3)c2c1. The product is CC1=C(C(=O)Nc2ccc3[nH]nc(Nc4cccc(F)c4)c3c2)C(c2cc(F)cc(F)c2)NC(=O)N1. Reaction SMILES: [CH2:47]([Cl:48])[Cl:49].[CH:38]([N:39]([CH:40]([CH3:41])[CH3:42])[CH2:43][CH3:44])([CH3:45])[CH3:46].[F:1][c:2]1[cH:3][c:4]([CH:9]2[NH:10][C:11](=[O:19])[NH:12][C:13]([CH3:18])=[C:14]2[C:15](=[O:16])[OH:17])[cH:5][c:6]([F:8])[cH:7]1.[F:20][c:21]1[cH:22][c:23]([NH:27][c:28]2[n:29][nH:30][c:31]3[cH:32][cH:33][c:34]([NH2:37])[cH:35][c:36]23)[cH:24][cH:25][cH:26]1>>[F:1][c:2]1[cH:3][c:4]([CH:9]2[NH:10][C:11](=[O:19])[NH:12][C:13]([CH3:18])=[C:14]2[C:15](=[O:17])[NH:37][c:34]2[cH:33][cH:32][c:31]3[nH:30][n:29][c:28]([NH:27][c:23]4[cH:22][c:21]([F:20])[cH:26][cH:25][cH:24]4)[c:36]3[cH:35]2)[cH:5][c:6]([F:8])[cH:7]1. Starting materials: C1(CCCCC1)N=C=NC1CCCCC1 (dicyclohexylcarbodiimide), C(C1=CN=CC=C1)(=O)O (Nicotinic acid), Cl.C(C)OC([C@@H](N)CC1=CC=C(C=C1)O)=O (tyrosine ethyl ester hydrochloride). The solvent is N1=CC=CC=C1 (pyridine). Reaction conditions: time 8 hour. The product is C(C)OC([C@@H](NC(C1=CN=CC=C1)=O)CC1=CC=C(C=C1)O)=O (N-Nicotinoyltyrosine ethyl ester). RXN SMILES: [C:1]([OH:9])(=O)[C:2]1[CH:7]=[CH:6][CH:5]=[N:4][CH:3]=1.C1(N=C=NC2CCCCC2)CCCCC1.Cl.[CH2:26]([O:28][C:29](=[O:40])[C@H:30]([CH2:32][C:33]1[CH:38]=[CH:37][C:36]([OH:39])=[CH:35][CH:34]=1)[NH2:31])[CH3:27]>N1C=CC=CC=1>[CH2:26]([O:28][C:29](=[O:40])[C@H:30]([CH2:32][C:33]1[CH:34]=[CH:35][C:36]([OH:39])=[CH:37][CH:38]=1)[NH:31][C:1](=[O:9])[C:2]1[CH:7]=[CH:6][CH:5]=[N:4][CH:3]=1)[CH3:27] |f:2.3|. Reported procedure: Nicotinic acid (12.3 g, 0.1 mol) was dissolved in dry pyridine (300 ml). The solution was cooled and dicyclohexylcarbodiimide (20.6 g, 0.1 mol) was added. After dissolution, tyrosine ethyl ester hydrochloride (24.6 g, 0.1 mol) was added and the solution was stirred overnight. The precipitated dicyclohexylurea (DCU) was removed by filtration. Additional DCU was removed by triturating the oil with hot water. The product was purified with acetone. Calculated for C17H18N2O4 ·1/2H2O: C, 63.16; H, 5.8...